From a dataset of the Open Reaction Database (ORD), a public repository of structured organic reaction records. describe an organic reaction: reactants, conditions, products, and yield The reactants are BrC=1C=CC=C2C(N(C(=NC12)SC)C)=O (8-bromo-3-methyl-2-(methylthio)quinazolin-4(3H)-one), C(CCC)[Sn](C(=C)OCC)(CCCC)CCCC (tributyl(1-ethoxyvinyl)stannane). Reagents/catalysts: C=1C=CC(=CC1)[P](C=2C=CC=CC2)(C=3C=CC=CC3)[Pd]([P](C=4C=CC=CC4)(C=5C=CC=CC5)C=6C=CC=CC6)([P](C=7C=CC=CC7)(C=8C=CC=CC8)C=9C=CC=CC9)[P](C=1C=CC=CC1)(C=1C=CC=CC1)C=1C=CC=CC1 (Pd(PPh3)4). Solvent: C1(=CC=CC=C1)C (toluene). Reaction conditions: temperature 25 celsius, time 1 day. Product: C(C)(=O)C=1C=CC=C2C(N(C(=NC12)SC)C)=O (8-acetyl-3-methyl-2-(methylthio)quinazolin-4(3H)-one). Yield: 29.5%. Reaction SMILES: Br[C:2]1[CH:3]=[CH:4][CH:5]=[C:6]2[C:11]=1[N:10]=[C:9]([S:12][CH3:13])[N:8]([CH3:14])[C:7]2=[O:15].C([Sn](CCCC)(CCCC)[C:21]([O:23]CC)=[CH2:22])CCC>C1(C)C=CC=CC=1.C1C=CC([P]([Pd]([P](C2C=CC=CC=2)(C2C=CC=CC=2)C2C=CC=CC=2)([P](C2C=CC=CC=2)(C2C=CC=CC=2)C2C=CC=CC=2)[P](C2C=CC=CC=2)(C2C=CC=CC=2)C2C=CC=CC=2)(C2C=CC=CC=2)C2C=CC=CC=2)=CC=1>[C:21]([C:2]1[CH:3]=[CH:4][CH:5]=[C:6]2[C:11]=1[N:10]=[C:9]([S:12][CH3:13])[N:8]([CH3:14])[C:7]2=[O:15])(=[O:23])[CH3:22] |^1:44,46,65,84|. Reported procedure: A solution of 8-bromo-3-methyl-2-(methylthio)quinazolin-4(3H)-one (500 mg, 1.753 mmol), tributyl(1-ethoxyvinyl)stannane (Synthonix, Wake Forest, N.C.; 0.652 mL, 1.929 mmol), and Pd(PPh3)4 (81 mg, 0.070 mmol) in toluene (9.0 mL) was stirred under argon at 100° C. for 19 h, then at 110° C. for 1 d. The reaction was cooled to 25° C. and concentrated onto silica gel. Chromatographic purification (silica gel, 0-50% EtOAc/Hexanes) furnished 8-acetyl-3-methyl-2-(methylthio)quinazolin-4(3H)-one (128.7 m...